This data is from the Open Reaction Database (ORD), a public repository of structured organic reaction records. The task is: describe an organic reaction: reactants, conditions, products, and yield Product: ClC=1C(=CC2=C(NC(=N2)OC=2C=CC(=C(C(=O)O)C2)C)C1)C1=CC=C(C=C1)C1=CN(C(C=C1)=O)C (5-({6-chloro-5-[4-(1-methyl-6-oxo-1,6-dihydropyridin-3-yl)phenyl]-1H-benzimidazol-2-yl}oxy)-2-methylbenzoic acid). As a reaction SMILES: [Cl:1][C:2]1[C:3]([C:23]2[CH:28]=[CH:27][C:26]([C:29]3[CH:34]=[CH:33][C:32](=[O:35])[N:31]([CH3:36])[CH:30]=3)=[CH:25][CH:24]=2)=[CH:4][C:5]2[N:9]=[C:8]([O:10][C:11]3[CH:12]=[CH:13][C:14]([CH3:21])=[C:15]([CH:20]=3)[C:16]([O:18]C)=[O:17])[NH:7][C:6]=2[CH:22]=1.[OH-].[Na+]>CO>[Cl:1][C:2]1[C:3]([C:23]2[CH:24]=[CH:25][C:26]([C:29]3[CH:34]=[CH:33][C:32](=[O:35])[N:31]([CH3:36])[CH:30]=3)=[CH:27][CH:28]=2)=[CH:4][C:5]2[N:9]=[C:8]([O:10][C:11]3[CH:12]=[CH:13][C:14]([CH3:21])=[C:15]([CH:20]=3)[C:16]([OH:18])=[O:17])[NH:7][C:6]=2[CH:22]=1 |f:1.2|. Reaction conditions: temperature 50 celsius, time 2 hour. The reactants are ClC=1C(=CC2=C(NC(=N2)OC=2C=CC(=C(C(=O)OC)C2)C)C1)C1=CC=C(C=C1)C1=CN(C(C=C1)=O)C (Methyl 5-({6-chloro-5-[4-(1-methyl-6-oxo-1,6-dihydropyridin-3-yl)phenyl]-1H-benzimidazol-2-yl}oxy)-2-methylbenzoate), [OH-].[Na+] (NaOH). Reported procedure: Methyl 5-({6-chloro-5-[4-(1-methyl-6-oxo-1,6-dihydropyridin-3-yl)phenyl]-1H-benzimidazol-2-yl}oxy)-2-methylbenzoate (43 mg, 0.086 mmol) was dissolved in MeOH (1.7 mL). Then 2.5 M aqueous NaOH (0.5 mL, 1.250 mmol) was added, and the reaction was stirred at 50° C. for 2 h. The reaction mixture was concentrated, and then partitioned between EtOAc and water. The aqueous phase was acidified to pH=1 with 2 N aqueous HCl and extracted with EtOAc. The combined organic extracts were dried (MgSO4), filter... The solvent is CO (MeOH). The reactants are C(C)(=O)CC(C)=O (acetylacetone), suspension, [H-].[Na+] (sodium hydride), C(C1=CC=CC=C1)OC(CBr)=O (bromoacetic acid-benzylester). Isolated yield 51.0%. Reported procedure: 10 grams acetylacetone were reacted with 5 grams of a 50% suspension of sodium hydride in paraffin oil and with 25 grams bromoacetic acid-benzylester in accordance with a procedure analogous to that set out in Example (2b). 3,3-diacetyl-propionic acid-benzylester having a Kp0.005 of 126°-128° C. was obtained. This substance was further reacted with phenylhydrazine by a procedure analogous to that set out in Example (2c). 3,5-dimethyl-1-phenyl-pyrazol-4-acetic acid-benzylester, having a Kp0.001 o... The solvent is paraffin. As a reaction SMILES: [C:1]([CH2:4][C:5](=[O:7])[CH3:6])(=[O:3])[CH3:2].[H-].[Na+].[CH2:10]([O:17][C:18](=[O:21])[CH2:19]Br)[C:11]1[CH:16]=[CH:15][CH:14]=[CH:13][CH:12]=1>>[CH2:10]([O:17][C:18](=[O:21])[CH2:19][CH:4]([C:5](=[O:7])[CH3:6])[C:1](=[O:3])[CH3:2])[C:11]1[CH:16]=[CH:15][CH:14]=[CH:13][CH:12]=1 |f:1.2|. Product: C(C1=CC=CC=C1)OC(CC(C(C)=O)C(C)=O)=O (3,3-diacetyl-propionic acid-benzylester).